From a dataset of the Open Reaction Database (ORD), a public repository of structured organic reaction records. describe an organic reaction: reactants, conditions, products, and yield The reactants are ClC1=NC=CC(=N1)C=1C=NN(C1)C1(CCN(CC1)C(=O)C1=CC=NO1)CC#N ((4-(4-(2-chloropyrimidin-4-yl)-1H-pyrazol-1-yl)-1-(isoxazol-5-ylcarbonyl)piperidin-4-yl)acetonitrile), N1(N=CC=C1)C1=CC=C(N)C=C1 (4-(1H-pyrazol-1-yl)aniline), C1(=CC=C(C=C1)S(=O)(=O)O)C (p-toluenesulfonic acid). The solvent is O1CCOCC1 (1,4-dioxane), C(C)#N (acetonitrile), O (water). Yields the product O1N=CC=C1C(=O)N1CCC(CC1)(N1N=CC(=C1)C1=NC(=NC=C1)NC1=CC=C(C=C1)N1N=CC=C1)CC#N (1-(isoxazol-5-ylcarbonyl)-4-(4-(2-(4-(1H-pyrazol-1-yl)phenyl)aminopyrimidin-4-yl)-1H-pyrazol-1-yl)piperidin-4-ylacetonitrile), mixture. The yield is 52.0%. Reaction SMILES: Cl[C:2]1[N:7]=[C:6]([C:8]2[CH:9]=[N:10][N:11]([C:13]3([CH2:26][C:27]#[N:28])[CH2:18][CH2:17][N:16]([C:19]([C:21]4[O:25][N:24]=[CH:23][CH:22]=4)=[O:20])[CH2:15][CH2:14]3)[CH:12]=2)[CH:5]=[CH:4][N:3]=1.[N:29]1([C:34]2[CH:40]=[CH:39][C:37]([NH2:38])=[CH:36][CH:35]=2)[CH:33]=[CH:32][CH:31]=[N:30]1.C1(C)C=CC(S(O)(=O)=O)=CC=1>O1CCOCC1.C(#N)C.O>[O:25]1[C:21]([C:19]([N:16]2[CH2:17][CH2:18][C:13]([CH2:26][C:27]#[N:28])([N:11]3[CH:12]=[C:8]([C:6]4[CH:5]=[CH:4][N:3]=[C:2]([NH:38][C:37]5[CH:36]=[CH:35][C:34]([N:29]6[CH:33]=[CH:32][CH:31]=[N:30]6)=[CH:40][CH:39]=5)[N:7]=4)[CH:9]=[N:10]3)[CH2:14][CH2:15]2)=[O:20])=[CH:22][CH:23]=[N:24]1. Procedure: A mixture of (4-(4-(2-chloropyrimidin-4-yl)-1H-pyrazol-1-yl)-1-(isoxazol-5-ylcarbonyl)piperidin-4-yl)acetonitrile (30 mg, 0.08 mmol), 4-(1H-pyrazol-1-yl)aniline (18.9 mg, 0.119 mmol), and p-toluenesulfonic acid (12 mg, 0.067 mmol) in dry 1,4-dioxane (0.6 mL) was refluxed overnight. The mixture was diluted with acetonitrile and water, purified on RP-HPLC to give the desired product as a racemic mixture (22 mg, 52%). LCMS (M+H) 521.1. Starting materials: [Ag], [Br-], CC(C)(Br)c1ccc(C(=O)CCCCl)cc1, CC[N+](CC)(CC)CC, CC#N, CC(C)(Cl)c1ccc(C(=O)CCCCl)cc1, Cl, O=C=O. Product: CC(C)(C(=O)O)c1ccc(C(=O)CCCCl)cc1. Reaction SMILES: [Ag:47].[Br-:37].[Br:5][C:6]([CH3:7])([CH3:8])[c:9]1[cH:10][cH:11][c:12]([C:15]([CH2:16][CH2:17][CH2:18][Cl:19])=[O:20])[cH:13][cH:14]1.[CH2:38]([N+:39]([CH2:40][CH3:41])([CH2:42][CH3:43])[CH2:44][CH3:45])[CH3:46].[CH3:48][C:49]#[N:50].[Cl:21][C:22]([c:23]1[cH:24][cH:25][c:26]([C:27](=[O:28])[CH2:29][CH2:30][CH2:31][Cl:32])[cH:33][cH:34]1)([CH3:35])[CH3:36].[ClH:4].[O:1]=[C:2]=[O:3]>>[O:1]=[C:2]([OH:3])[C:6]([CH3:7])([CH3:8])[c:9]1[cH:10][cH:11][c:12]([C:15]([CH2:16][CH2:17][CH2:18][Cl:19])=[O:20])[cH:13][cH:14]1. Starting materials: C[O-].[Na+] (sodium methylate), C(C)OC(CCCCCO\N=C\1/C(C(OC2=C1C=CC=C2)C2=CC=CC=C2)N2C=NC=C2)=O ((+-)-(Z)-Ethyl-6-[[2-phenyl-3-(1H-imidazol-1-yl)-2,3-dihydro-4H-benzopyranylidene]aminoxy]hexanoate), C(C)(=O)O (acetic acid). Run in O (water), CO.O (methanol water). Run at time 28 hour. The product is C1(=CC=CC=C1)C1OC2=C(/C(/C1N1C=NC=C1)=N/OCCCCCC(=O)O)C=CC=C2 ((+-)-(Z)-6-[[2-phenyl-3-(1H-imidazol-1-yl)-2,3-dihydro-4H-benzopyranylidene]aminoxy]hexanoic acid). Yield: 67.6%. RXN SMILES: C([O:3][C:4](=[O:33])[CH2:5][CH2:6][CH2:7][CH2:8][CH2:9][O:10]/[N:11]=[C:12]1\[CH:13]([N:28]2[CH:32]=[CH:31][N:30]=[CH:29]2)[CH:14]([C:22]2[CH:27]=[CH:26][CH:25]=[CH:24][CH:23]=2)[O:15][C:16]2[CH:21]=[CH:20][CH:19]=[CH:18][C:17]\1=2)C.C[O-].[Na+].C(O)(=O)C>CO.O.O>[C:22]1([CH:14]2[CH:13]([N:28]3[CH:32]=[CH:31][N:30]=[CH:29]3)/[C:12](=[N:11]\[O:10][CH2:9][CH2:8][CH2:7][CH2:6][CH2:5][C:4]([OH:33])=[O:3])/[C:17]3[CH:18]=[CH:19][CH:20]=[CH:21][C:16]=3[O:15]2)[CH:23]=[CH:24][CH:25]=[CH:26][CH:27]=1 |f:1.2,4.5|. Procedure details: (+-)-(Z)-Ethyl-6-[[2-phenyl-3-(1H-imidazol-1-yl)-2,3-dihydro-4H-benzopyranylidene]aminoxy]hexanoate (300 mg; 0.67 mmoles) is dissolved in methanol-water (5:2; 7 ml), and to this solution sodium methylate (90 mg; 1.61 mmoles) is added portion-wise at 0° C. The resulting solution is stirred at r.t. for 28 hrs., then diluted with water, cooled at 0° C. and neutralized with acetic acid. The so formed precipitate is collected and recrystallized from ethyl acetate to give a white solid (190 mg), melti... Starting materials: BrCCCCC\C=C(\C(=O)O)/NC(=O)C1C(C1)(C)C (Z-8-bromo-2-(2,2-dimethylcyclopropanecarboxamido)-2-octenoic acid), CNCC(=O)O (CH3NHCH2CO2H), C(=O)([O-])[O-].[Na+].[Na+] (Na2CO3), O (water). Solvent: N#N (N2). Product: C(=O)(O)CN(CCCCC\C=C(\C(=O)O)/NC(=O)C1C(C1)(C)C)C (Z-8-[(Carboxymethyl)methylamino]-2-(2,2-dimethylcyclopropanecarboxamido)-2-octenoic acid). RXN SMILES: Br[CH2:2][CH2:3][CH2:4][CH2:5][CH2:6]/[CH:7]=[C:8](\[NH:12][C:13]([CH:15]1[CH2:17][C:16]1([CH3:19])[CH3:18])=[O:14])/[C:9]([OH:11])=[O:10].[CH3:20][NH:21][CH2:22][C:23]([OH:25])=[O:24].C([O-])([O-])=O.[Na+].[Na+].O>N#N>[C:23]([CH2:22][N:21]([CH3:20])[CH2:2][CH2:3][CH2:4][CH2:5][CH2:6]/[CH:7]=[C:8](\[NH:12][C:13]([CH:15]1[CH2:17][C:16]1([CH3:19])[CH3:18])=[O:14])/[C:9]([OH:11])=[O:10])([OH:25])=[O:24] |f:2.3.4|. Reported procedure: 3.32 g of Z-8-bromo-2-(2,2-dimethylcyclopropanecarboxamido)-2-octenoic acid, 1.0 g of CH3NHCH2CO2H, 3.5 g of Na2CO3 and 30 ml of water were heated at 80° C. in N2 for 1.5 hours. After purification, 1.01 g of product was prepared, calc for C17H28N2O5.2H2O: C, 54.24; H, 8.57; N, 7.44; found: C, 54.40; H, 8.34; N, 7.16. Reactants: OC1=[N+](C=CC=C1)[O-] (2-Hydroxypyridine-1-oxide), [N+](=O)([O-])C1=C(C=CC(=C1)[N+](=O)[O-])S(=O)(=O)Cl (2,4-dinitrobenzenesulfonyl chloride). The solvent is N1=CC=CC=C1 (pyridine). The product is [N+](=O)([O-])C1=C(C=CC(=C1)[N+](=O)[O-])S(=O)(=O)ON1C(C=CC=C1)=O (2-Oxopyridin-1(2H)-yl 2,4-dinitrobenzenesulfonate). Isolated yield 31.0%. RXN SMILES: [OH:1][C:2]1[CH:7]=[CH:6][CH:5]=[CH:4][N+:3]=1[O-:8].[N+:9]([C:12]1[CH:17]=[C:16]([N+:18]([O-:20])=[O:19])[CH:15]=[CH:14][C:13]=1[S:21](Cl)(=[O:23])=[O:22])([O-:11])=[O:10]>N1C=CC=CC=1>[N+:9]([C:12]1[CH:17]=[C:16]([N+:18]([O-:20])=[O:19])[CH:15]=[CH:14][C:13]=1[S:21]([O:8][N:3]1[CH:4]=[CH:5][CH:6]=[CH:7][C:2]1=[O:1])(=[O:23])=[O:22])([O-:11])=[O:10]. Procedure details: 2-Hydroxypyridine-1-oxide (0.5 g, 4.5 mmol) was reacted with 2,4-dinitrobenzenesulfonyl chloride (1.32 g, 5.0 mmol) in 40 mL of pyridine to afford PZBG-1d in 31% yield (0.48 g, 1.4 mmol). 1H NMR (500 MHz, CDCl3) δ=8.96 (d, J=2.3 Hz, 1H), 8.42 (dd, J1=9.2 Hz, J2=2.3 Hz, 1H), 7.68 (dd, J1=6.9 Hz, J2=1.7 Hz, 1H), 7.50 (dt, J1=7.5 Hz, J2=2.3 Hz, 1H), 7.06 (d, J=8.1 Hz, 1H), 6.82 (dd, J1=9.2 Hz, J2=1.8 Hz, 1H), 6.35 (dt, J1=6.9 Hz, J2=1.8 Hz, 1H). 13C NMR (100 MHz, CDCl3) δ=157.0, 155.6, 140.5, 135.1...